Dataset: the Open Reaction Database (ORD), a public repository of structured organic reaction records. Task: describe an organic reaction: reactants, conditions, products, and yield Reactants: BrCc1ccccc1, CC#N, Cc1nc2c(n1C(C)C)C(=O)c1ccccc1C2=O. Yields the product [Br-], Cc1n(Cc2ccccc2)c2c([n+]1C(C)C)C(=O)c1ccccc1C2=O. Reaction SMILES: [Br:1][CH2:2][c:3]1[cH:4][cH:5][cH:6][cH:7][cH:8]1.[CH3:28][C:29]#[N:30].[CH:9]([CH3:10])([CH3:11])[n:12]1[c:13]([CH3:27])[n:14][c:15]2[c:16]1[C:17](=[O:26])[c:18]1[cH:19][cH:20][cH:21][cH:22][c:23]1[C:24]2=[O:25]>>[Br-:1].[CH2:2]([c:3]1[cH:4][cH:5][cH:6][cH:7][cH:8]1)[n:14]1[c:13]([CH3:27])[n+:12]([CH:9]([CH3:10])[CH3:11])[c:16]2[c:15]1[C:24](=[O:25])[c:23]1[c:18]([cH:19][cH:20][cH:21][cH:22]1)[C:17]2=[O:26]. The reactants are BrCCCS(=NC(C1=CN=CC(=C1)C#CC1=CC(=CC=C1)NC(=O)C=1OC=CC1C)=O)(C1=CC=CC=C1)=O (N-[(3-bromopropyl)(oxido)phenyl--sulfanylidene]-5-({3-[(3-methyl-2-furoyl)amino]phenyl}ethynyl)nicotinamide), OCCOCCN1CCNCC1 (1-[2-(2-hydroxyethoxy)ethyl]piperazine). Solvent: CN(C)C=O (DMF). Reaction conditions: temperature 80 celsius. Yields the product OCCOCCN1CCN(CC1)CCC[S@@](=NC(C1=CN=CC(=C1)C#CC1=CC(=CC=C1)NC(=O)C=1OC=CC1C)=O)(C1=CC=CC=C1)=O ((S)-N-[(3-{4-[2-(2-hydroxyethoxy)ethyl]piperazin-1-yl}propyl)(oxido)phenyl--sulfanylidene]-5-({3-[(3-methyl-2-furoyl)amino]phenyl}ethynyl)nicotinamide). As a reaction SMILES: Br[CH2:2][CH2:3][CH2:4][S:5](=[O:38])([C:32]1[CH:37]=[CH:36][CH:35]=[CH:34][CH:33]=1)=[N:6][C:7](=[O:31])[C:8]1[CH:13]=[C:12]([C:14]#[C:15][C:16]2[CH:21]=[CH:20][CH:19]=[C:18]([NH:22][C:23]([C:25]3[O:26][CH:27]=[CH:28][C:29]=3[CH3:30])=[O:24])[CH:17]=2)[CH:11]=[N:10][CH:9]=1.[OH:39][CH2:40][CH2:41][O:42][CH2:43][CH2:44][N:45]1[CH2:50][CH2:49][NH:48][CH2:47][CH2:46]1>CN(C=O)C>[OH:39][CH2:40][CH2:41][O:42][CH2:43][CH2:44][N:45]1[CH2:50][CH2:49][N:48]([CH2:2][CH2:3][CH2:4][S@:5](=[O:38])([C:32]2[CH:37]=[CH:36][CH:35]=[CH:34][CH:33]=2)=[N:6][C:7](=[O:31])[C:8]2[CH:13]=[C:12]([C:14]#[C:15][C:16]3[CH:21]=[CH:20][CH:19]=[C:18]([NH:22][C:23]([C:25]4[O:26][CH:27]=[CH:28][C:29]=4[CH3:30])=[O:24])[CH:17]=3)[CH:11]=[N:10][CH:9]=2)[CH2:47][CH2:46]1. Reported procedure: To the solution of N-[(3-bromopropyl)(oxido)phenyl--sulfanylidene]-5-({3-[(3-methyl-2-furoyl)amino]phenyl}ethynyl)nicotinamide (450 mg, 0.76 mmol) in anhydrous DMF (5 mL) was added dropwise 1-[2-(2-hydroxyethoxy)ethyl]piperazine. The resulting reaction solution was stirred and heated at 80° C. for 30 min. It was then partitioned between saturated aqueous NaHCO3 and EtOAc. The EtOAc layer was separated and washed with brine (1×). The aqueous NaHCO3 layer was extracted with CHCl3 (1×) and the extr... The reactants are ClC=1C=C(C(=O)OO)C=CC1 (3-chloroperoxybenzoic acid), ClCCN(C1=CC(=C(C=C1)C(CC(=O)OC(C)(C)C)(CNC(=O)OC(C)(C)C)C)C)CCCl (tert-Butyl 3-[4-[bis(2-chloroethyl)amino]-2-methyl-phenyl]-4-(tert-butoxycarbonylamino)-3-methyl-butanoate), ClCCl (dichloromethane). Product: C(C)(C)(C)OC(=O)NCC(CC(=O)OC(C)(C)C)(C)C1=C(C=C(C=C1)N(CCCl)OCCCl)C (tert-Butyl 4-(tert-butoxycarbonylamino)-3-[4-(2-chloroethoxy(2-chloroethyl)amino)-2-methyl-phenyl]-3-methyl-butanoate). RXN SMILES: ClC1C=[C:4](C=CC=1)[C:5]([O:7]O)=O.[Cl:12][CH2:13][CH2:14][N:15](CCCl)[C:16]1[CH:21]=[CH:20][C:19]([C:22]([CH3:40])([CH2:31][NH:32][C:33]([O:35][C:36]([CH3:39])([CH3:38])[CH3:37])=[O:34])[CH2:23][C:24]([O:26][C:27]([CH3:30])([CH3:29])[CH3:28])=[O:25])=[C:18]([CH3:41])[CH:17]=1.[Cl:45]CCl>>[C:36]([O:35][C:33]([NH:32][CH2:31][C:22]([C:19]1[CH:20]=[CH:21][C:16]([N:15]([O:7][CH2:5][CH2:4][Cl:45])[CH2:14][CH2:13][Cl:12])=[CH:17][C:18]=1[CH3:41])([CH3:40])[CH2:23][C:24]([O:26][C:27]([CH3:30])([CH3:29])[CH3:28])=[O:25])=[O:34])([CH3:37])([CH3:39])[CH3:38]. Reported procedure: Adapting literature known protocols (Tercel, et al., J. Med. Chem. 1995, 38, 1247-1252; U.S. Pat. No. 5,602,278; Kirkpatrick, et al., Anti-Cancer Drugs, 1994, 5, 467-472; and U.S. Pat. No. 7,399,785), tert-butyl 4-(tert-butoxycarbonylamino)-3-[4-(2-chloroethoxy(2-chloroethyl)amino)-2-methyl-phenyl]-3-methyl-butanoate (24a) is prepared by adding 3-chloroperoxybenzoic acid (1.42 g, 80 wt-%, 6.6 mmol) to a solution of tert-butyl 3-[4-[bis(2-chloroethyl)amino]-2-methyl-phenyl]-4-(tert-butoxycarbonyl... The product is O=C1OC(=O)C2CCCCC12. As a reaction SMILES: [CH3:13][C:14]([O:15][C:16](=[O:17])[CH3:18])=[O:19].[CH:1]1([C:10](=[O:11])[OH:12])[CH:2]([C:7](=[O:8])[OH:9])[CH2:3][CH2:4][CH2:5][CH2:6]1>>[CH:1]12[CH:2]([CH2:3][CH2:4][CH2:5][CH2:6]1)[C:7](=[O:9])[O:12][C:10]2=[O:11]. Reactants: CC(=O)OC(C)=O, O=C(O)C1CCCCC1C(=O)O. Reactants: FC(F)=C(F)F, S, Sc1ncc[nH]1. The product is FC(F)C(F)(F)Sc1ncc[nH]1. As a reaction SMILES: [F:2][C:3](=[C:4]([F:5])[F:6])[F:7].[S:1].[SH:8][c:9]1[nH:10][cH:11][cH:12][n:13]1>>[F:2][C:3]([CH:4]([F:5])[F:6])([F:7])[S:8][c:9]1[nH:10][cH:11][cH:12][n:13]1. The reactants are COCCCBr, O=C([O-])[O-], CS(C)=O, [Cl-], O=S1(=O)NCC(O)c2cc(Cl)sc21, [K+], [K+], [Na+]. Yields the product COCCCN1CC(O)c2cc(Cl)sc2S1(=O)=O. RXN SMILES: [Br:20][CH2:21][CH2:22][CH2:23][O:24][CH3:25].[C:14](=[O:15])([O-:16])[O-:17].[CH3:28][S:29]([CH3:30])=[O:31].[Cl-:27].[Cl:1][c:2]1[cH:3][c:4]2[c:9]([s:10]1)[S:8](=[O:11])(=[O:12])[NH:7][CH2:6][CH:5]2[OH:13].[K+:18].[K+:19].[Na+:26]>>[Cl:1][c:2]1[cH:3][c:4]2[c:9]([s:10]1)[S:8](=[O:11])(=[O:12])[N:7]([CH2:21][CH2:22][CH2:23][O:24][CH3:25])[CH2:6][CH:5]2[OH:13].